Dataset: the Open Reaction Database (ORD), a public repository of structured organic reaction records. Task: describe an organic reaction: reactants, conditions, products, and yield Reactants: COCCOc1cc2ncnc(Nc3ccc(OC4CCNCC4)c(C)c3)c2cc1OCCOC, CN(C)C=O, Cl, O=C(O)C1CCCO1. Yields the product COCCOc1cc2ncnc(Nc3ccc(OC4CCN(C(=O)C5CCCO5)CC4)c(C)c3)c2cc1OCCOC. RXN SMILES: [CH3:10][O:11][CH2:12][CH2:13][O:14][c:15]1[cH:16][c:17]2[c:18]([NH:30][c:31]3[cH:32][c:33]([CH3:44])[c:34]([O:37][CH:38]4[CH2:39][CH2:40][NH:41][CH2:42][CH2:43]4)[cH:35][cH:36]3)[n:19][cH:20][n:21][c:22]2[cH:23][c:24]1[O:25][CH2:26][CH2:27][O:28][CH3:29].[CH3:45][N:46]([CH3:47])[CH:48]=[O:49].[ClH:9].[O:1]1[CH:2]([C:6](=[O:7])[OH:8])[CH2:3][CH2:4][CH2:5]1>>[O:1]1[CH:2]([C:6](=[O:8])[N:41]2[CH2:40][CH2:39][CH:38]([O:37][c:34]3[c:33]([CH3:44])[cH:32][c:31]([NH:30][c:18]4[c:17]5[cH:16][c:15]([O:14][CH2:13][CH2:12][O:11][CH3:10])[c:24]([O:25][CH2:26][CH2:27][O:28][CH3:29])[cH:23][c:22]5[n:21][cH:20][n:19]4)[cH:36][cH:35]3)[CH2:43][CH2:42]2)[CH2:3][CH2:4][CH2:5]1. Starting materials: CCOC(C)=O, COc1ccc(O)c([N+](=O)[O-])c1, [H][H]. Product: COc1ccc(O)c(N)c1. Reaction SMILES: [CH3:15][CH2:16][O:17][C:18](=[O:19])[CH3:20].[CH3:1][O:2][c:3]1[cH:4][c:5]([N+:10]([O-:11])=[O:12])[c:6]([OH:9])[cH:7][cH:8]1.[H:13][H:14]>>[CH3:1][O:2][c:3]1[cH:4][c:5]([NH2:10])[c:6]([OH:9])[cH:7][cH:8]1. Product: CC(C)c1ccn(CC(C#N)(C#N)CCC(F)(F)F)n1. As a reaction SMILES: [C:23](=[O:24])([O-:25])[O-:26].[CH3:30][N:31]([CH3:32])[CH:33]=[O:34].[CH:2]([CH3:3])([CH3:4])[c:5]1[n:6][n:7]([CH2:10][Cl:11])[cH:8][cH:9]1.[ClH:1].[F:12][C:13]([CH2:14][CH2:15][CH:16]([C:17]#[N:18])[C:19]#[N:20])([F:21])[F:22].[K+:27].[K+:28].[OH2:29]>>[CH:2]([CH3:3])([CH3:4])[c:5]1[n:6][n:7]([CH2:10][C:16]([CH2:15][CH2:14][C:13]([F:12])([F:21])[F:22])([C:17]#[N:18])[C:19]#[N:20])[cH:8][cH:9]1. Starting materials: O=C([O-])[O-], CN(C)C=O, CC(C)c1ccn(CCl)n1, Cl, N#CC(C#N)CCC(F)(F)F, [K+], [K+], O. The reactants are NC1=NC=CC(=N1)C=1C(=NC=CC1)OC1=CC=C(C=C1)NC=1N=NC(=CC1C(=O)O)C1=CC=CC=C1 (3-(4-(3-(2-aminopyrimidin-4-yl)pyridin-2-yloxy)phenylamino)-6-phenylpyridazine-4-carboxylic acid), CO (methanol), C1(CCCCC1)N=C=NC1CCCCC1 (1,3-dicyclohexylcarbodiimide), CN(C)C=O (DMF). Reagents/catalysts: CN(C1=CC=NC=C1)C (4-(dimethylamino)pyridine). Run in C(Cl)Cl (DCM), C(Cl)Cl (DCM). Conditions: temperature 0 celsius, time 4 hour. The product is NC1=NC=CC(=N1)C=1C(=NC=CC1)OC1=CC=C(C=C1)NC=1N=NC(=CC1C(=O)OC)C1=CC=CC=C1 (methyl 3-(4-(3-(2-aminopyrimidin-4-yl)pyridin-2-yloxy)phenylamino)-6-phenylpyridazine-4-carboxylate). As a reaction SMILES: [NH2:1][C:2]1[N:7]=[C:6]([C:8]2[C:9]([O:14][C:15]3[CH:20]=[CH:19][C:18]([NH:21][C:22]4[N:23]=[N:24][C:25]([C:31]5[CH:36]=[CH:35][CH:34]=[CH:33][CH:32]=5)=[CH:26][C:27]=4[C:28]([OH:30])=[O:29])=[CH:17][CH:16]=3)=[N:10][CH:11]=[CH:12][CH:13]=2)[CH:5]=[CH:4][N:3]=1.CO.[CH:39]1(N=C=NC2CCCCC2)CCCCC1.CN(C=O)C>CN(C)C1C=CN=CC=1.C(Cl)Cl>[NH2:1][C:2]1[N:7]=[C:6]([C:8]2[C:9]([O:14][C:15]3[CH:20]=[CH:19][C:18]([NH:21][C:22]4[N:23]=[N:24][C:25]([C:31]5[CH:32]=[CH:33][CH:34]=[CH:35][CH:36]=5)=[CH:26][C:27]=4[C:28]([O:30][CH3:39])=[O:29])=[CH:17][CH:16]=3)=[N:10][CH:11]=[CH:12][CH:13]=2)[CH:5]=[CH:4][N:3]=1. Reported procedure: A RBF was charged with 4-(dimethylamino)pyridine (5.4 mg, 44 μmol), 3-(4-(3-(2-aminopyrimidin-4-yl)pyridin-2-yloxy)phenylamino)-6-phenylpyridazine-4-carboxylic acid (210 mg, 440 μmol), methanol (53 pt, 1319 μmol) and 1.3 mL DCM. The mixture was cooled to 0° C. and 1,3-dicyclohexylcarbodiimide (100 mg, 484 μmol) dissolved in 1.3 m-L DCM was added. The heterogeneous mixture was allowed to warm to RT and stirred for 4 h. 1.3 mL of DMF was added and the reaction was stirred at RT for 72 h. The mixtu... Reactants: O=S(=O)(OC1COC(OCc2ccccc2)C(OCc2ccccc2)C1OCc1ccccc1)C(F)(F)F, O=N[O-], [Na+], CN(C)C=O, O. The product is OC1COC(OCc2ccccc2)C(OCc2ccccc2)C1OCc1ccccc1. As a reaction SMILES: [F:1][C:2]([F:3])([F:4])[S:5]([O:6][CH:7]1[CH2:8][O:9][CH:10]([O:29][CH2:30][c:31]2[cH:32][cH:33][cH:34][cH:35][cH:36]2)[CH:11]([O:21][CH2:22][c:23]2[cH:24][cH:25][cH:26][cH:27][cH:28]2)[CH:12]1[O:13][CH2:14][c:15]1[cH:16][cH:17][cH:18][cH:19][cH:20]1)(=[O:37])=[O:38].[N:39]([O-:40])=[O:41].[Na+:42].[O:44]=[CH:45][N:46]([CH3:47])[CH3:48].[OH2:43]>>[OH:6][CH:7]1[CH2:8][O:9][CH:10]([O:29][CH2:30][c:31]2[cH:32][cH:33][cH:34][cH:35][cH:36]2)[CH:11]([O:21][CH2:22][c:23]2[cH:24][cH:25][cH:26][cH:27][cH:28]2)[CH:12]1[O:13][CH2:14][c:15]1[cH:16][cH:17][cH:18][cH:19][cH:20]1. The reactants are N(=O)[O-].[Na+] (sodium nitrite), Cl (HCl), Cl (HCl), NC1=C(C(=NN1CC(=O)O)C1=CC=C(C=C1)F)C#CC1=CC=CC=C1 (2-(5-amino-3-(4-fluorophenyl)-4-(phenylethynyl)-1H-pyrazol-1-yl)acetic acid). Conditions: temperature -5 celsius. The product is ClC1=C2C(=NN=C1C1=CC=CC=C1)N(N=C2C2=CC=C(C=C2)F)CC(=O)O (2-(4-chloro-3-(4-fluorophenyl)-5-phenyl-1H-pyrazolo[3,4-c]pyridazin-1-yl)acetic acid). Reaction SMILES: [N:1]([O-])=O.[Na+].[NH2:5][C:6]1[N:10]([CH2:11][C:12]([OH:14])=[O:13])[N:9]=[C:8]([C:15]2[CH:20]=[CH:19][C:18]([F:21])=[CH:17][CH:16]=2)[C:7]=1[C:22]#[C:23][C:24]1[CH:29]=[CH:28][CH:27]=[CH:26][CH:25]=1.[ClH:30]>>[Cl:30][C:22]1[C:23]([C:24]2[CH:29]=[CH:28][CH:27]=[CH:26][CH:25]=2)=[N:1][N:5]=[C:6]2[N:10]([CH2:11][C:12]([OH:14])=[O:13])[N:9]=[C:8]([C:15]3[CH:20]=[CH:19][C:18]([F:21])=[CH:17][CH:16]=3)[C:7]=12 |f:0.1|. Reported procedure: To a cooled (cooling bath −5° C.) stirred suspension of sodium nitrite (320 mg, 4.65 mmol) in conc. HCl (5 mL) was added 2-(5-amino-3-(4-fluorophenyl)-4-(phenylethynyl)-1H-pyrazol-1-yl)acetic acid (521 mg, 1.55 mmol). A further 5 ml of conc. HCl was added and the cooling bath was removed and the reaction mixture was stirred at room temperature for 3.5 h. Water and CH2Cl2 were added to the reaction mixture. The aqueous phase was extracted with CH2Cl2 and the organic phases combined, dried over Mg... The reactants are C[C@H](CCC(=O)O)[C@H]1CC[C@@H]2[C@@]1([C@H](C[C@H]3[C@H]2CC[C@H]4[C@@]3(CC[C@H](C4)O)C)O)C (deoxycholic acid). The solvent is C(Cl)(Cl)Cl.C(C)O (chloroform ethanol), C(Cl)(Cl)Cl.C(C)O (chloroform ethanol). The product is O[C@H]1C[C@@H]2[C@]3(CCC(C[C@H]3CC[C@H]2[C@@H]2CC[C@H]([C@@H](CCC(=O)O)C)[C@@]12C)=O)C (12α-hydroxy-3-keto-5β-cholanic acid). The yield is 25.9%. RXN SMILES: [CH3:1][C@@H:2]([C@@H:8]1[C@@:12]2([CH3:28])[C@@H:13]([OH:27])[CH2:14][C@@H:15]3[C@@:20]4([CH3:26])[CH2:21][CH2:22][C@@H:23]([OH:25])[CH2:24][C@H:19]4[CH2:18][CH2:17][C@H:16]3[C@@H:11]2[CH2:10][CH2:9]1)[CH2:3][CH2:4][C:5]([OH:7])=[O:6]>C(Cl)(Cl)Cl.C(O)C>[OH:27][C@@H:13]1[C@@:12]2([CH3:28])[C@@H:11]([CH2:10][CH2:9][C@@H:8]2[C@H:2]([CH3:1])[CH2:3][CH2:4][C:5]([OH:7])=[O:6])[C@H:16]2[C@@H:15]([C@:20]3([CH3:26])[C@H:19]([CH2:18][CH2:17]2)[CH2:24][C:23](=[O:25])[CH2:22][CH2:21]3)[CH2:14]1 |f:1.2|. Procedure details: The above mixture of oxidation products of deoxycholic acid (310 mg) resulted from the eluate of chloroform-ethanol (97:3, v/v) was dissolved in a small amount of chloroform-ethanol (99:1, v/v) and the solution was absorbed on silica gel (20 g) column. The column was eluted with chloroform-ethanol (98:2, v/v) and then with chloroform-ethanol (97:3, v/v). Each 10 ml portions of the eluate was collected in a fraction tube. Fractions which showed a corresponding single spot by thin layer chromatogr...